Dataset: the Open Reaction Database (ORD), a public repository of structured organic reaction records. Task: describe an organic reaction: reactants, conditions, products, and yield Reactants: CCO, Cc1ccccc1, OB(O)c1ccc(Cl)cc1, Cc1cnc(F)cc1I, [Na+], [Na+], O=C([O-])[O-], O, c1ccc(P(c2ccccc2)(c2ccccc2)[Pd](P(c2ccccc2)(c2ccccc2)c2ccccc2)(P(c2ccccc2)(c2ccccc2)c2ccccc2)P(c2ccccc2)(c2ccccc2)c2ccccc2)cc1. Yields the product Cc1cnc(F)cc1-c1ccc(Cl)cc1. RXN SMILES: [CH3:26][CH2:27][OH:28].[CH3:30][c:31]1[cH:32][cH:33][cH:34][cH:35][cH:36]1.[Cl:10][c:11]1[cH:12][cH:13][c:14]([B:17]([OH:18])[OH:19])[cH:15][cH:16]1.[F:1][c:2]1[n:3][cH:4][c:5]([CH3:9])[c:6]([I:8])[cH:7]1.[Na+:20].[Na+:21].[O-:22][C:23](=[O:24])[O-:25].[OH2:29].[cH:37]1[cH:38][cH:39][c:40]([P:41]([Pd:42]([P:43]([c:44]2[cH:45][cH:46][cH:47][cH:48][cH:49]2)([c:50]2[cH:51][cH:52][cH:53][cH:54][cH:55]2)[c:56]2[cH:57][cH:58][cH:59][cH:60][cH:61]2)([P:62]([c:63]2[cH:64][cH:65][cH:66][cH:67][cH:68]2)([c:69]2[cH:70][cH:71][cH:72][cH:73][cH:74]2)[c:75]2[cH:76][cH:77][cH:78][cH:79][cH:80]2)[P:81]([c:82]2[cH:83][cH:84][cH:85][cH:86][cH:87]2)([c:88]2[cH:89][cH:90][cH:91][cH:92][cH:93]2)[c:94]2[cH:95][cH:96][cH:97][cH:98][cH:99]2)([c:100]2[cH:101][cH:102][cH:103][cH:104][cH:105]2)[c:106]2[cH:107][cH:108][cH:109][cH:110][cH:111]2)[cH:112][cH:113]1>>[F:1][c:2]1[n:3][cH:4][c:5]([CH3:9])[c:6](-[c:14]2[cH:13][cH:12][c:11]([Cl:10])[cH:16][cH:15]2)[cH:7]1.